From a dataset of the Open Reaction Database (ORD), a public repository of structured organic reaction records. describe an organic reaction: reactants, conditions, products, and yield Reactants: crude product, FC(F)(F)[Si](C)(C)C ((Trifluoromethyl)trimethylsilane), FC(C1=NC(=NC=C1)NC=1C=C(C=C(C1)C)C=1C=NN(C1)CC(C)=O)F (1-(4-(3-((4-(difluoromethyl)pyrimidin-2-yl)amino)-5-methylphenyl)-1H-pyrazol-1-yl)propan-2-one), [F-].[Cs+] (cesium fluoride), [F-].[Cs+] (cesium fluoride), FC(F)(F)[Si](C)(C)C ((trifluoromethyl)trimethylsilane), Cl (hydrochloric acid). Solvent: CS(=O)C.O (DMSO water), C1CCOC1 (THF). Conditions: time 60 minute. The product is FC(C1=NC(=NC=C1)NC=1C=C(C=C(C1)C)C=1C=NN(C1)CC(C(F)(F)F)(O)C)F (racemic 3-(4-(3-((4-(difluoromethyl)pyrimidin-2-yl)amino)-5-methylphenyl)-1H-pyrazol-1-yl)-1,1,1-trifluoro-2-methylpropan-2-ol). Reaction SMILES: [F:1][C:2]([Si](C)(C)C)([F:4])[F:3].[F:9][CH:10]([F:34])[C:11]1[CH:16]=[CH:15][N:14]=[C:13]([NH:17][C:18]2[CH:19]=[C:20]([C:25]3[CH:26]=[N:27][N:28]([CH2:30][C:31](=[O:33])[CH3:32])[CH:29]=3)[CH:21]=[C:22]([CH3:24])[CH:23]=2)[N:12]=1.[F-].[Cs+].Cl>C1COCC1.CS(C)=O.O>[F:34][CH:10]([F:9])[C:11]1[CH:16]=[CH:15][N:14]=[C:13]([NH:17][C:18]2[CH:19]=[C:20]([C:25]3[CH:26]=[N:27][N:28]([CH2:30][C:31]([CH3:32])([OH:33])[C:2]([F:4])([F:3])[F:1])[CH:29]=3)[CH:21]=[C:22]([CH3:24])[CH:23]=2)[N:12]=1 |f:2.3,6.7|. Reported procedure: (Trifluoromethyl)trimethylsilane (0.103 ml, 0.70 mmol) was added to a 20° C. solution of 1-(4-(3-((4-(difluoromethyl)pyrimidin-2-yl)amino)-5-methylphenyl)-1H-pyrazol-1-yl)propan-2-one (100 mg, 0.28 mmol) and cesium fluoride (4.3 mg, 0.028 mmol) in THF (1 mL). The reaction was allowed to stir for 60 minutes at room temperature and additional cesium fluoride (4.25 mg, 0.03 mmol) and (trifluoromethyl)trimethylsilane (0.103 ml, 0.70 mmol) were then added. The reaction was stirred for 18 hours and fi... Reactants: C(C)(C)(C)OC(=O)NCCC(=O)OCC1=CC=CC=C1 (benzyl N-t-butyloxycarbonyl-β-alaninate), Cl (HCl). Run in O1CCOCC1 (dioxane). Product: Cl.NCCC(=O)OCC1=CC=CC=C1 (benzyl β-alaninate hydrochloride). As a reaction SMILES: C(OC([NH:8][CH2:9][CH2:10][C:11]([O:13][CH2:14][C:15]1[CH:20]=[CH:19][CH:18]=[CH:17][CH:16]=1)=[O:12])=O)(C)(C)C.[ClH:21]>O1CCOCC1>[ClH:21].[NH2:8][CH2:9][CH2:10][C:11]([O:13][CH2:14][C:15]1[CH:20]=[CH:19][CH:18]=[CH:17][CH:16]=1)=[O:12] |f:3.4|. Procedure details: Compound (25) (517 mg, 1.85 mmol) was treated with 4N HCl in dioxane at room temperature for 2 h. The reaction mixture was evaporated at reduced pressure, evaporated from toluene and then dried under vacuum to give crude benzyl β-alaninate hydrochloride which was used without further purification. Starting materials: NC=1C(=C(C(=O)C2=CNC3=NC=C(C=C32)C#N)C(=CC1)F)F (3-(3-amino-2,6-difluoro-benzoyl)-1H-pyrrolo[2,3-b]pyridine-5-carbonitrile), Cl (hydrochloric acid), FC1=C(C=C(C=C1)F)S(=O)(=O)Cl (2,5-Difluoro-benzenesulfonyl chloride). The solvent is O1CCCC1 (tetrahydrofuran), N1=CC=CC=C1 (pyridine). Conditions: time 48 hour. Product: C(#N)C=1C=C2C(=NC1)NC=C2C(=O)C=2C(=C(C=CC2F)NS(=O)(=O)C2=C(C=CC(=C2)F)F)F (N-[3-(5-cyano-1H-pyrrolo[2,3-b]pyridine-3-carbonyl)-2,4-difluoro-phenyl]-2,5-difluoro-benzenesulfonamide). The yield is 66.1%. Reaction SMILES: [NH2:1][C:2]1[C:3]([F:22])=[C:4]([C:18]([F:21])=[CH:19][CH:20]=1)[C:5]([C:7]1[C:15]2[C:10](=[N:11][CH:12]=[C:13]([C:16]#[N:17])[CH:14]=2)[NH:9][CH:8]=1)=[O:6].[F:23][C:24]1[CH:29]=[CH:28][C:27]([F:30])=[CH:26][C:25]=1[S:31](Cl)(=[O:33])=[O:32].Cl>O1CCCC1.N1C=CC=CC=1>[C:16]([C:13]1[CH:14]=[C:15]2[C:7]([C:5]([C:4]3[C:3]([F:22])=[C:2]([NH:1][S:31]([C:25]4[CH:26]=[C:27]([F:30])[CH:28]=[CH:29][C:24]=4[F:23])(=[O:33])=[O:32])[CH:20]=[CH:19][C:18]=3[F:21])=[O:6])=[CH:8][NH:9][C:10]2=[N:11][CH:12]=1)#[N:17]. Procedure details: To 3-(3-amino-2,6-difluoro-benzoyl)-1H-pyrrolo[2,3-b]pyridine-5-carbonitrile (28, 100 mg, 0.335 mmol) in 2.7 mL of tetrahydrofuran, 0.24 mL of pyridine was added. 2,5-Difluoro-benzenesulfonyl chloride (29, 107 mg, 0.503 mmol) was added and the solution was stirred at room temperature for 48 hours. The reaction mixture was poured into 1 M aqueous hydrochloric acid and extracted with ethyl acetate. The combined organic layers were washed with brine, dried over anhydrous sodium sulfate, filtered, a... Starting materials: C(C)(=O)OC12CC3CC(CC(C1)C3)C2 (1-acetoxyadamantane), COC1=CC=C(C=C1)C=1C=C2C=CC(=CC2=CC1)C(=O)OC (methyl 6-(4-methoxyphenyl)-2-naphthoate), C1CCCCC1 (cyclohexane), S(O)(O)(=O)=O (sulfuric acid). The solvent is C(C)O (ethanol). Run at time 2 hour. The product is C12(CC3CC(CC(C1)C3)C2)C=2C=C(C=CC2OC)C=2C=C3C=CC(=CC3=CC2)C(=O)OC (methyl 6-[3-(1-adamantyl)-4-methoxyphenyl]-2-naphthoate). The yield is 68.5%. Reaction SMILES: C(O[C:5]12[CH2:14][CH:9]3[CH2:10][CH:11]([CH2:13][CH:7]([CH2:8]3)[CH2:6]1)[CH2:12]2)(=O)C.C1CCCCC1.S(=O)(=O)(O)O.[CH3:26][O:27][C:28]1[CH:33]=[CH:32][C:31]([C:34]2[CH:35]=[C:36]3[C:41](=[CH:42][CH:43]=2)[CH:40]=[C:39]([C:44]([O:46][CH3:47])=[O:45])[CH:38]=[CH:37]3)=[CH:30][CH:29]=1>C(O)C>[C:5]12([C:29]3[CH:30]=[C:31]([C:34]4[CH:35]=[C:36]5[C:41](=[CH:42][CH:43]=4)[CH:40]=[C:39]([C:44]([O:46][CH3:47])=[O:45])[CH:38]=[CH:37]5)[CH:32]=[CH:33][C:28]=3[O:27][CH3:26])[CH2:14][CH:9]3[CH2:10][CH:11]([CH2:13][CH:7]([CH2:8]3)[CH2:6]1)[CH2:12]2. Reported procedure: In a 100 ml three-necked flask, are placed 1 g of 1-acetoxyadamantane and 50 ml of cyclohexane in a nitrogen environment. After total dissolution, 0.25 g of concentrated sulfuric acid is added drop by drop and 1 g of methyl 6-(4-methoxyphenyl)-2-naphthoate is added slowly. After leaving in vigorous agitation for 48 hours, 20 ml of denatured ethanol are added and the mixture is agitated for 2 hours. The solid obtained is filtered with sintered glass and washed abundantly with water until neutrali... Isolated yield 57.7%. Product: ClC=1C=C(C=CC1)[C@H](CNCCNC=1C=C(C=CC1)C1=C(C(=O)O)C=CN=C1)O (3-{3-[(2-{[(2R)-2-(3-chlorophenyl)-2-hydroxyethyl]amino}ethyl)amino]phenyl}isonicotinic acid). Procedure details: A solution of methyl 3-[3-(2-methyl-4,5-dihydro-1H-imidazol-1-yl)phenyl]isonicotinate (0.25 g) and (R)-3-chlorostyrene oxide (0.13 g) in anhydrous toluene (2 ml) was heated at reflux (ca. 110° C.) for 18 h. The mixture was cooled to ca. 50° C., 1M sodium hydroxide solution (4.8 ml) and methanol (3 ml) were added over 5-10 min. The apparatus was configured to distill out 4 ml of solvents under atmospheric pressure. The homogeneous mixture obtained was heated at reflux for 2 h. The mixture was coo... Run at temperature 110 celsius. Starting materials: [OH-].[Na+] (sodium hydroxide), Cl (hydrochloric acid), CC=1N(CCN1)C=1C=C(C=CC1)C1=C(C(=O)OC)C=CN=C1 (methyl 3-[3-(2-methyl-4,5-dihydro-1H-imidazol-1-yl)phenyl]isonicotinate), ClC=1C=C([C@@H]2CO2)C=CC1 ((R)-3-chlorostyrene oxide). Reaction SMILES: CC1[N:3]([C:7]2[CH:8]=[C:9]([C:13]3[CH:22]=[N:21][CH:20]=[CH:19][C:14]=3[C:15]([O:17]C)=[O:16])[CH:10]=[CH:11][CH:12]=2)[CH2:4][CH2:5][N:6]=1.[Cl:23][C:24]1[CH:25]=[C:26]([CH:30]=[CH:31][CH:32]=1)[C@H:27]1[O:29][CH2:28]1.[OH-].[Na+].Cl>C1(C)C=CC=CC=1.CO>[Cl:23][C:24]1[CH:25]=[C:26]([C@@H:27]([OH:29])[CH2:28][NH:6][CH2:5][CH2:4][NH:3][C:7]2[CH:8]=[C:9]([C:13]3[CH:22]=[N:21][CH:20]=[CH:19][C:14]=3[C:15]([OH:17])=[O:16])[CH:10]=[CH:11][CH:12]=2)[CH:30]=[CH:31][CH:32]=1 |f:2.3|. The solvent is CO (methanol), C1(=CC=CC=C1)C (toluene). The reactants are [H-].[Na+] (sodium hydride), C(CCC)NC(=O)N (butyl urea), O=C1N(CC2=CC=CC=C12)C(=O)NCCC1=CC=CC=C1.S(=O)(=O)(O)Cl (4-[2-(1-oxo-isoindoline-2-carboxamido)-ethyl]-benzene sulfochloride). Run in O1CCCC1 (tetrahydrofurane), O1CCCC1 (tetrahydrofurane). Reaction conditions: time 3 hour. The product is O=C1N(CC2=CC=CC=C12)C(=O)NCCC1=CC=C(C=C1)S(=O)(=O)NC(=O)NCCCC (N-(4-[2-(1-Oxo-isoindoline-2-carboxamido)-ethyl]-benzenesulfonyl)-N'-butyl-urea). As a reaction SMILES: [CH2:1]([NH:5][C:6]([NH2:8])=[O:7])[CH2:2][CH2:3][CH3:4].[H-].[Na+].[O:11]=[C:12]1[C:20]2[C:15](=[CH:16][CH:17]=[CH:18][CH:19]=2)[CH2:14][N:13]1[C:21]([NH:23][CH2:24][CH2:25][C:26]1[CH:31]=[CH:30][CH:29]=[CH:28][CH:27]=1)=[O:22].[S:32](Cl)(O)(=[O:34])=[O:33]>O1CCCC1>[O:11]=[C:12]1[C:20]2[C:15](=[CH:16][CH:17]=[CH:18][CH:19]=2)[CH2:14][N:13]1[C:21]([NH:23][CH2:24][CH2:25][C:26]1[CH:31]=[CH:30][C:29]([S:32]([NH:8][C:6]([NH:5][CH2:1][CH2:2][CH2:3][CH3:4])=[O:7])(=[O:34])=[O:33])=[CH:28][CH:27]=1)=[O:22] |f:1.2,3.4|. Reported procedure: 4.8 g of butyl urea are dissolved in 100 ml of tetrahydrofurane and, while stirring, 1.5 g of 80% sodium hydride (in oil) are added. The mixture is heated for 3 hours to 60° C. whereupon 7.6 g of 4-[2-(1-oxo-isoindoline-2-carboxamido)-ethyl]-benzene-sulfochloride in 100 ml of tetrahydrofurane are added while cooling. The temperature is slowly raised to 60°-70° C. and stirring is continued at that temperature for 3 hours. The solvent is removed under reduced pressure, water is added to the residu... Starting materials: BrC1=C(C=C2C3CC(N=C(C2=C1)NCC(OC)OC)C3)F (5-bromo-N-(2,2-dimethoxyethyl)-4-fluoro-9-azatricyclo[8.1.1.0[2,7]]dodeca-2,4,6,8-tetraen-8-amine). The solvent is Cl (hydrogen chloride). Reaction conditions: temperature 90 celsius, time 90 minute. Yields the product BrC=1C=C2C3=NC=CN3C3CC(C2=CC1F)C3 (9-bromo-10-fluoro-2,5-diazatetracyclo[11.1.1.0[2,6].0[7,12]]pentadeca-3,5,7,9,11-pentaene). The yield is 52.2%. Reaction SMILES: [Br:1][C:2]1[CH:12]=[C:11]2[C:5]([CH:6]3[CH2:20][CH:8]([N:9]=[C:10]2[NH:13][CH2:14][CH:15](OC)OC)[CH2:7]3)=[CH:4][C:3]=1[F:21]>Cl>[Br:1][C:2]1[CH:12]=[C:11]2[C:5](=[CH:4][C:3]=1[F:21])[CH:6]1[CH2:20][CH:8]([CH2:7]1)[N:9]1[C:10]2=[N:13][CH:14]=[CH:15]1. Reported procedure: Into a 3000-mL 4-necked round-bottom flask was placed a solution of 5-bromo-N-(2,2-dimethoxyethyl)-4-fluoro-9-azatricyclo[8.1.1.0[2,7]]dodeca-2,4,6,8-tetraen-8-amine (350 g, 979.79 mmol, 1.00 equiv) in hydrogen chloride (3M) (1500 mL). The resulting solution was stirred at 90° C. for 90 min and extracted with 1×1000 mL of ethyl acetate. The pH value of the aqueous layer was adjusted to 10 with sodium hydroxide (3 mol/L). The resulting solution was extracted with 3×500 mL of ethyl acetate. The or... The reactants are C1=CC2=C3C(=CC=C4C5=CC=CC6=CC=CC(C1=C34)=C56)C(=O)OC2=O (perylene-3,4-dicarboxylic anhydride), C(C)(C)(C)C1=C(N)C=C(C(=C1)[N+](=O)[O-])C(C)(C)C (2,5-di-t-butyl-4-nitroaniline), N1C=NC=C1 (imidazole). The reagents and catalysts are O.O.C(C)(=O)[O-].[Zn+2].C(C)(=O)[O-] (zinc acetate dihydrate). Conditions: temperature 170 celsius. Product: C(C)(C)(C)C1=C(C=C(C(=C1)[N+](=O)[O-])C(C)(C)C)N1C(=O)C=2C=CC=3C=4C=CC=C5C=CC=C(C6=CC=C(C2C63)C1=O)C54 (N-(2,5-Di-t-butyl-4-nitrophenyl)perylene-3,4-dicarboximide). Reaction SMILES: [CH:1]1[C:18]2=[C:19]3[C:8]([C:9]4[C:20]5[C:13](=[CH:14][CH:15]=[CH:16][C:17]2=5)[CH:12]=[CH:11][CH:10]=4)=[CH:7][CH:6]=[C:5]2[C:21]([O:23][C:24](=O)[C:3](=[C:4]23)[CH:2]=1)=[O:22].[C:26]([C:30]1[CH:36]=[C:35]([N+:37]([O-:39])=[O:38])[C:34]([C:40]([CH3:43])([CH3:42])[CH3:41])=[CH:33][C:31]=1[NH2:32])([CH3:29])([CH3:28])[CH3:27].N1C=CN=C1>O.O.C([O-])(=O)C.[Zn+2].C([O-])(=O)C>[C:26]([C:30]1[CH:36]=[C:35]([N+:37]([O-:39])=[O:38])[C:34]([C:40]([CH3:43])([CH3:42])[CH3:41])=[CH:33][C:31]=1[N:32]1[C:21](=[O:22])[C:5]2[C:4]3[C:19]4[C:8](=[CH:7][CH:6]=2)[C:9]2[C:20]5[C:13]([CH:12]=[CH:11][CH:10]=2)=[CH:14][CH:15]=[CH:16][C:17]=5[C:18]=4[CH:1]=[CH:2][C:3]=3[C:24]1=[O:23])([CH3:29])([CH3:28])[CH3:27] |f:3.4.5.6.7|. Procedure details: 0.20 g (0.93 mmol) of perylene-3,4-dicarboxylic anhydride is mixed with 0.47 g (1.9 mmol) of 2,5-di-t-butyl-4-nitroaniline, 0.20 g of zinc acetate dihydrate and 4 g of imidazole, and the mixture is heated under argon at 170° C. for 22 h. The product is removed from the flask by washing with ethanol, treated with 2N hydrochloric acid and then boiled until all the ethanol has evaporated. The solid product is filtered off with suction, washed twice with water and then boiled in 10% potassium carbon... The reactants are C(C)(=O)OCC(=O)C1=CC(=C(C(=C1)[N+](=O)[O-])OC)OC (2-(3,4-dimethoxy-5-nitrophenyl)-2-oxoethyl acetate), C(N)(=O)C=1C(=[N+](C=CC1)[O-])C(F)(F)F (3-carbamoyl-2-(trifluoromethyl)pyridine 1-oxide), B(F)(F)F.CCOCC (boron trifluoride etherate). Solvent: C=1(C(=CC=CC1)C)C (xylene). Yields the product COC=1C=C(C=C(C1OC)[N+](=O)[O-])C=1N=C(OC1)C=1C(=[N+](C=CC1)[O-])C(F)(F)F (3-(4-(3,4-dimethoxy-5-nitrophenyl)oxazol-2-yl)-2-(trifluoromethyl)pyridine 1-oxide). As a reaction SMILES: C(O[CH2:5][C:6]([C:8]1[CH:13]=[C:12]([N+:14]([O-:16])=[O:15])[C:11]([O:17][CH3:18])=[C:10]([O:19][CH3:20])[CH:9]=1)=O)(=O)C.[C:21]([C:24]1[C:25]([C:31]([F:34])([F:33])[F:32])=[N+:26]([O-:30])[CH:27]=[CH:28][CH:29]=1)(=[O:23])[NH2:22].B(F)(F)F.CCOCC>C1(C)C(C)=CC=CC=1>[CH3:20][O:19][C:10]1[CH:9]=[C:8]([C:6]2[N:22]=[C:21]([C:24]3[C:25]([C:31]([F:32])([F:34])[F:33])=[N+:26]([O-:30])[CH:27]=[CH:28][CH:29]=3)[O:23][CH:5]=2)[CH:13]=[C:12]([N+:14]([O-:16])=[O:15])[C:11]=1[O:17][CH3:18] |f:2.3|. Procedure details: To a solution of 2-(3,4-dimethoxy-5-nitrophenyl)-2-oxoethyl acetate (4.24 g, 15 mmol) in xylene (30 mL) were added 3-carbamoyl-2-(trifluoromethyl)pyridine 1-oxide (3.40 g, 16.5 mmol) and boron trifluoride etherate (0.18 mL, 15 mmol). The resulting yellow solution was heated to reflux for 18 hours and then cooled to room temperature. After evaporation of the solvent, the residue was partitioned between ethyl acetate and saturated aqueous sodium bicarbonate. The organic phase was separated, washed... Product: ClC=1C=CC(=C(C1)CN1N=CC(=C1)[N+](=O)[O-])OCC1=CC=CC=C1 (1-({5-Chloro-2-[(phenylmethyl)oxy]phenyl}methyl)-4-nitro-1H-pyrazole). The reagents and catalysts are [I-].[Na+] (sodium iodide). Starting materials: [N+](=O)([O-])C=1C=NNC1 (4-nitropyrazole), C([O-])([O-])=O.[K+].[K+] (potassium carbonate), BrCC1=C(C=CC(=C1)Cl)OCC1=CC=CC=C1 (2-(bromomethyl)-4-chloro-1-[(phenylmethyl)oxy]benzene), BrCC1=C(C=CC(=C1)Cl)OCC1=CC=CC=C1 (2-(bromomethyl)-4-chloro-1-[(phenylmethyl)oxy]benzene). Run in CN(C)C=O (DMF). Conditions: time 8 hour. Isolated yield 86.2%. As a reaction SMILES: [N+:1]([C:4]1[CH:5]=[N:6][NH:7][CH:8]=1)([O-:3])=[O:2].C(=O)([O-])[O-].[K+].[K+].Br[CH2:16][C:17]1[CH:22]=[C:21]([Cl:23])[CH:20]=[CH:19][C:18]=1[O:24][CH2:25][C:26]1[CH:31]=[CH:30][CH:29]=[CH:28][CH:27]=1>CN(C=O)C.[I-].[Na+]>[Cl:23][C:21]1[CH:20]=[CH:19][C:18]([O:24][CH2:25][C:26]2[CH:27]=[CH:28][CH:29]=[CH:30][CH:31]=2)=[C:17]([CH2:16][N:6]2[CH:5]=[C:4]([N+:1]([O-:3])=[O:2])[CH:8]=[N:7]2)[CH:22]=1 |f:1.2.3,6.7|. Procedure: To a solution of 4-nitropyrazole (Manchester organics; 0.503 g, 4.45 mmol) in DMF (10 ml) was added potassium carbonate (1.24 g, 9.0 mmol), sodium iodide (24 mg, 0.160 mmol) and then 2-(bromomethyl)-4-chloro-1-[(phenylmethyl)oxy]benzene (synthesised according to WO2006066968; 1.23 g, 3.95 mmol). The reaction was stirred at ambient temperature overnight. A further amount of 2-(bromomethyl)-4-chloro-1-[(phenylmethyl)oxy]benzene (156 mg) was added and the reaction was stirred at ambient temperature...